From a dataset of the Open Reaction Database (ORD), a public repository of structured organic reaction records. describe an organic reaction: reactants, conditions, products, and yield Reactants: ClC1=CC=C(C=C1)C1C(CCCC1)=O (2-(4-chlorophenyl)-cyclohexanone), CN1N=C(C(=C1)C(=O)N)C(F)(F)F (1-methyl-3-trifluoromethyl-1H-pyrazole-4-carboxylic acid amide). Reagents/catalysts: C1(=CC=C(C=C1)S(=O)(=O)O)C (p-toluenesulfonic acid). Run in C1(=CC=CC=C1)C (toluene). Product: ClC1=CC=C(C=C1)C1=C(CCCC1)NC(=O)C=1C(=NN(C1)C)C(F)(F)F (1-Methyl-3-trifluoromethyl-1H-pyrazole-4-carboxylic acid [2-(4-chlorophenyl)-cyclohex-1-enyl]-amide). Isolated yield 57.4%. RXN SMILES: [Cl:1][C:2]1[CH:7]=[CH:6][C:5]([CH:8]2[CH2:13][CH2:12][CH2:11][CH2:10][C:9]2=O)=[CH:4][CH:3]=1.[CH3:15][N:16]1[CH:20]=[C:19]([C:21]([NH2:23])=[O:22])[C:18]([C:24]([F:27])([F:26])[F:25])=[N:17]1>C1(C)C=CC=CC=1.C1(C)C=CC(S(O)(=O)=O)=CC=1>[Cl:1][C:2]1[CH:7]=[CH:6][C:5]([C:8]2[CH2:13][CH2:12][CH2:11][CH2:10][C:9]=2[NH:23][C:21]([C:19]2[C:18]([C:24]([F:25])([F:27])[F:26])=[N:17][N:16]([CH3:15])[CH:20]=2)=[O:22])=[CH:4][CH:3]=1. Reported procedure: 0.521 g 2-(4-chlorophenyl)-cyclohexanone (prepared as described in J. Org. Chem. 70, 2005, page 2967) and 0.482 g 1-methyl-3-trifluoromethyl-1H-pyrazole-4-carboxylic acid amide were suspended with 5 mg p-toluenesulfonic acid in 20 ml toluene and heated to reflux temperature of the solvent for 24 hours under continuos removal of water. The reaction mixture was washed with 5% sodium bicarbonate and water, dried and the solvent was removed under vacuum. The reaction product was purified by chromato... Reactants: Cc1cc(C)c(I)c(C)c1, Sc1ccccc1. Product: Cc1cc(C)c(Sc2ccccc2)c(C)c1. Reaction SMILES: [CH3:1][c:2]1[c:3]([I:10])[c:4]([CH3:9])[cH:5][c:6]([CH3:8])[cH:7]1.[SH:11][c:12]1[cH:13][cH:14][cH:15][cH:16][cH:17]1>>[CH3:1][c:2]1[c:3]([S:11][c:12]2[cH:13][cH:14][cH:15][cH:16][cH:17]2)[c:4]([CH3:9])[cH:5][c:6]([CH3:8])[cH:7]1. Reactants: O (water), [H-].[Na+] (NaH), paraffin, BrCCC1=CC=C(CO)C=C1 (4-(2-bromoethyl)benzyl alcohol), IC (iodomethane). The solvent is C1CCOC1 (THF), C1CCOC1 (THF). Conditions: temperature 0 celsius, time 30 minute. Product: COCC1=CC=C(C=C1)CCBr (4-(Methoxymethyl)phenylethyl bromide). Yield: 65.1%. RXN SMILES: [H-].[Na+].[Br:3][CH2:4][CH2:5][C:6]1[CH:13]=[CH:12][C:9]([CH2:10][OH:11])=[CH:8][CH:7]=1.I[CH3:15].O>C1COCC1>[CH3:15][O:11][CH2:10][C:9]1[CH:12]=[CH:13][C:6]([CH2:5][CH2:4][Br:3])=[CH:7][CH:8]=1 |f:0.1|. Procedure details: To a suspension of 60% NaH in paraffin (13.9 mmol; 0.56 g) in THF (20 ml) cooled to 0° C. was first added, dropwise, a solution of 4-(2-bromoethyl)benzyl alcohol (9.25 mmol; 1.99 g) in THF (20 ml) in an ice bath, followed by iodomethane (13.9 mmol; 1.972 g; 0.86 ml). The mixture was stirred at room temperature for 1 hour 30 minutes, after which it was poured into water and extracted with ethyl acetate. The combined organic phases were washed with saturated NaCl solution (3×20 ml), dried over anh... The reactants are C(C1=CC=CC=C1)N1CCN(CC1)C=1C=C(C=NC1)NS(=O)(=O)C1=CC=C(C=C1)C(C)C (N-[5-(4-benzylpiperazin-1-yl)-pyridin-3-yl]-4-isopropyl benzene sulfonamide). Reagents/catalysts: [Pd] (palladium on charcoal). Run in CO (methanol). The product is C(C)(C)C1=CC=C(C=C1)S(=O)(=O)NC=1C=NC=C(C1)N1CCNCC1 (4-Isopropyl-N-[5-piperazin-1-yl-pyridin-3-yl]-benzenesulfonamide). Yield: 98.4%. As a reaction SMILES: C([N:8]1[CH2:13][CH2:12][N:11]([C:14]2[CH:15]=[C:16]([NH:20][S:21]([C:24]3[CH:29]=[CH:28][C:27]([CH:30]([CH3:32])[CH3:31])=[CH:26][CH:25]=3)(=[O:23])=[O:22])[CH:17]=[N:18][CH:19]=2)[CH2:10][CH2:9]1)C1C=CC=CC=1>[Pd].CO>[CH:30]([C:27]1[CH:28]=[CH:29][C:24]([S:21]([NH:20][C:16]2[CH:17]=[N:18][CH:19]=[C:14]([N:11]3[CH2:10][CH2:9][NH:8][CH2:13][CH2:12]3)[CH:15]=2)(=[O:23])=[O:22])=[CH:25][CH:26]=1)([CH3:32])[CH3:31]. Reported procedure: A mixture of N-[5-(4-benzylpiperazin-1-yl)-pyridin-3-yl]-4-isopropyl benzene sulfonamide (100 mg, 0.22 mmol) and 10% palladium on charcoal (10 mg) in methanol (20 ml) was hydrogenated at atmospheric pressure until the consumption of hydrogen was complete. After filtration and evaporation of the solvent under reduced pressure the residue was dissolved in water and 0.5 ml 1N HCl and was lyophilized to give 78 mg of the title compound.